This data is from the Open Reaction Database (ORD), a public repository of structured organic reaction records. The task is: describe an organic reaction: reactants, conditions, products, and yield Procedure: To the solution of tert-butyl 4-(6-(2-(4-(2-methylpyridin-4-yl)phenyl)acetamido)pyridin-3-yl)piperazine-1-carboxylate (125) (1.5 g, 3 mmol) in DCM (10 mL) was added TFA (10 mL). The reaction was stirred for 2 hours. The excess TFA and solvent was removed by rotary evaporation to give 2-(4-(2-methylpyridin-4-yl)phenyl)-N-(5-(piperazin-1-yl)pyridin-2-yl)acetamide 131-1. The compound was used for next step without further purification. MS m/z 388.2 (M+1). The product is CC1=NC=CC(=C1)C1=CC=C(C=C1)CC(=O)NC1=NC=C(C=C1)N1CCNCC1 (2-(4-(2-methylpyridin-4-yl)phenyl)-N-(5-(piperazin-1-yl)pyridin-2-yl)acetamide). The solvent is C(Cl)Cl (DCM). Starting materials: CC1=NC=CC(=C1)C1=CC=C(C=C1)CC(=O)NC1=CC=C(C=N1)N1CCN(CC1)C(=O)OC(C)(C)C (tert-butyl 4-(6-(2-(4-(2-methylpyridin-4-yl)phenyl)acetamido)pyridin-3-yl)piperazine-1-carboxylate), C(=O)(C(F)(F)F)O (TFA). Reaction SMILES: [CH3:1][C:2]1[CH:7]=[C:6]([C:8]2[CH:13]=[CH:12][C:11]([CH2:14][C:15]([NH:17][C:18]3[N:23]=[CH:22][C:21]([N:24]4[CH2:29][CH2:28][N:27](C(OC(C)(C)C)=O)[CH2:26][CH2:25]4)=[CH:20][CH:19]=3)=[O:16])=[CH:10][CH:9]=2)[CH:5]=[CH:4][N:3]=1.C(O)(C(F)(F)F)=O>C(Cl)Cl>[CH3:1][C:2]1[CH:7]=[C:6]([C:8]2[CH:13]=[CH:12][C:11]([CH2:14][C:15]([NH:17][C:18]3[CH:19]=[CH:20][C:21]([N:24]4[CH2:29][CH2:28][NH:27][CH2:26][CH2:25]4)=[CH:22][N:23]=3)=[O:16])=[CH:10][CH:9]=2)[CH:5]=[CH:4][N:3]=1. Reaction conditions: time 2 hour. The solvent is O (water), O (water), C(C)(C)(C)OC (t-butylmethylether). Procedure: To the mixture of 80 ml of toluene and 40 ml of water, 10.0 g of 3-chlorobenzylisothiourea hydrochloride, 7.85 g of perchloromethylmercaptan and 192 mg of benzyltriethylammonium chloride were added, followed the solution of 5.27 g of sodium hydroxide dissolved to 40 ml of water was added dropwise over a period for 1 hour at about 0° C. Then, t-butylmethylether was added to the reaction mixture, and extracted. The organic layer was dried by anhydrous sodium salfate, and concentrated. The residue ... Reaction SMILES: [C:1]1([CH3:7])[CH:6]=[CH:5][CH:4]=[CH:3][CH:2]=1.[ClH:8].ClC1C=C(C=CC=1)C[NH:14][C:15](=[NH:17])[SH:16].[Cl:21][C:22]([SH:25])(Cl)Cl.[OH-].[Na+]>[Cl-].C([N+](CC)(CC)CC)C1C=CC=CC=1.C(OC)(C)(C)C.O>[Cl:8][C:3]1[CH:2]=[C:1]([CH:6]=[CH:5][CH:4]=1)[CH2:7][S:16][C:15]1[N:17]=[C:22]([Cl:21])[S:25][N:14]=1 |f:1.2,4.5,6.7|. Yields the product ClC=1C=C(CSC2=NSC(=N2)Cl)C=CC1 (3-(3-chlorobenzyl)thio-5-chloro-1,2,4-thiadiazole). Starting materials: C1(=CC=CC=C1)C (toluene), Cl.ClC=1C=C(CNC(S)=N)C=CC1 (3-chlorobenzylisothiourea hydrochloride), ClC(Cl)(Cl)S (perchloromethylmercaptan), [OH-].[Na+] (sodium hydroxide). Reagents/catalysts: [Cl-].C(C1=CC=CC=C1)[N+](CC)(CC)CC (benzyltriethylammonium chloride). The reactants are C(C)OC(=O)CCCCCCCN1C(=NC(=C1C1=CC=C(C=C1)OC)C1=CC=C(C=C1)OC)C1=CC=CC=C1 (1-(7-Ethoxycarbonylheptyl)-4,5-bis(4-methoxyphenyl)-2-phenylimidazole), [OH-].[Na+] (sodium hydroxide). Product: C(=O)(O)CCCCCCCN1C(=NC(=C1C1=CC=C(C=C1)OC)C1=CC=C(C=C1)OC)C1=CC=CC=C1 (1-(7-carboxyheptyl)-4,5-bis(4-methoxy-phenyl)-2-phenylimidazole). Isolated yield 21.2%. As a reaction SMILES: C([O:3][C:4]([CH2:6][CH2:7][CH2:8][CH2:9][CH2:10][CH2:11][CH2:12][N:13]1[C:17]([C:18]2[CH:23]=[CH:22][C:21]([O:24][CH3:25])=[CH:20][CH:19]=2)=[C:16]([C:26]2[CH:31]=[CH:30][C:29]([O:32][CH3:33])=[CH:28][CH:27]=2)[N:15]=[C:14]1[C:34]1[CH:39]=[CH:38][CH:37]=[CH:36][CH:35]=1)=[O:5])C.[OH-].[Na+]>>[C:4]([CH2:6][CH2:7][CH2:8][CH2:9][CH2:10][CH2:11][CH2:12][N:13]1[C:17]([C:18]2[CH:23]=[CH:22][C:21]([O:24][CH3:25])=[CH:20][CH:19]=2)=[C:16]([C:26]2[CH:27]=[CH:28][C:29]([O:32][CH3:33])=[CH:30][CH:31]=2)[N:15]=[C:14]1[C:34]1[CH:39]=[CH:38][CH:37]=[CH:36][CH:35]=1)([OH:5])=[O:3] |f:1.2|. Reported procedure: 1-(7-Ethoxycarbonylheptyl)-4,5-bis(4-methoxyphenyl)-2-phenylimidazole (10 g) was reacted with 2N sodium hydroxide in a method similar to Example 10. The aqueous reaction mixture was evaporated to dryness in vacuo and the residue was mixed with ethanol (150 ml) and insoluble material was filtered off. The filtrate was evaporated to dryness and the residue was purified by column chromatography on silica gel eluted with a dichloromethane:methanol gradient. Further purification on Amberlite resin IR... Starting materials: C[P+](C)(C)CC#N, CCC#N, CCNC(=O)c1ccc(N2CCNCC2)cc1F, CCN(C(C)C)C(C)C, Cl, [I-], O=C1Nc2cc(CO)cnc2N2CCCC12. The product is CCNC(=O)c1ccc(N2CCN(Cc3cnc4c(c3)NC(=O)C3CCCN43)CC2)cc1F. RXN SMILES: [C:37]([CH2:38][P+:39]([CH3:40])([CH3:41])[CH3:42])#[N:43].[C:53](#[N:54])[CH2:55][CH3:56].[CH2:18]([CH3:19])[NH:20][C:21]([c:22]1[c:23]([F:34])[cH:24][c:25]([N:28]2[CH2:29][CH2:30][NH:31][CH2:32][CH2:33]2)[cH:26][cH:27]1)=[O:35].[CH:44]([N:45]([CH2:46][CH3:47])[CH:48]([CH3:49])[CH3:50])([CH3:51])[CH3:52].[ClH:17].[I-:36].[OH:1][CH2:2][c:3]1[cH:4][c:5]2[c:10]([n:11][cH:12]1)[N:9]1[CH:8]([C:7](=[O:16])[NH:6]2)[CH2:15][CH2:14][CH2:13]1>>[CH2:2]([c:3]1[cH:4][c:5]2[c:10]([n:11][cH:12]1)[N:9]1[CH:8]([C:7](=[O:16])[NH:6]2)[CH2:15][CH2:14][CH2:13]1)[N:31]1[CH2:30][CH2:29][N:28]([c:25]2[cH:24][c:23]([F:34])[c:22]([C:21]([NH:20][CH2:18][CH3:19])=[O:35])[cH:27][cH:26]2)[CH2:33][CH2:32]1. Starting materials: ClC(Cl)(Br)C(Cl)(Cl)Br, [Li]CCCC, Cc1cc2ccccn2n1, CCOC(C)=O, [Cl-], [NH4+], C1CCOC1, O. Yields the product Cc1cc2cccc(Br)n2n1. RXN SMILES: [Br:16][C:17]([Cl:18])([Cl:19])[C:20]([Br:21])([Cl:22])[Cl:23].[CH2:11]([Li:12])[CH2:13][CH2:14][CH3:15].[CH3:1][c:2]1[n:3][n:4]2[c:5]([cH:6][cH:7][cH:8][cH:9]2)[cH:10]1.[CH3:31][CH2:32][O:33][C:34](=[O:35])[CH3:36].[Cl-:24].[NH4+:25].[O:26]1[CH2:27][CH2:28][CH2:29][CH2:30]1.[OH2:37]>>[CH3:1][c:2]1[n:3][n:4]2[c:5]([cH:6][cH:7][cH:8][c:9]2[Br:16])[cH:10]1. The reactants are Cl (HCl), CO (MeOH), [OH-].[Na+] (NaOH), FC1=C(C=CC=C1)NC1=NN=C(O1)C(=O)NC1=CC=C(C=C1)CCCC(=O)OC (Methyl 4-{4-[({5-[(2-fluorophenyl)amino]-1,3,4-oxadiazol-2-yl}carbonyl)amino]phenyl}butanoate). Run in C1CCOC1 (THF). Conditions: time 8.5 hour. Product: FC1=C(C=CC=C1)NC1=NN=C(O1)C(=O)NC1=CC=C(C=C1)CCCC(=O)O (4-{4-[({5-[(2-Fluorophenyl)amino]-1,3,4-oxadiazol-2-yl}carbonyl)amino]phenyl}butanoic acid). The yield is 55.6%. Reaction SMILES: [F:1][C:2]1[CH:7]=[CH:6][CH:5]=[CH:4][C:3]=1[NH:8][C:9]1[O:13][C:12]([C:14]([NH:16][C:17]2[CH:22]=[CH:21][C:20]([CH2:23][CH2:24][CH2:25][C:26]([O:28]C)=[O:27])=[CH:19][CH:18]=2)=[O:15])=[N:11][N:10]=1.CO.[OH-].[Na+].Cl>C1COCC1>[F:1][C:2]1[CH:7]=[CH:6][CH:5]=[CH:4][C:3]=1[NH:8][C:9]1[O:13][C:12]([C:14]([NH:16][C:17]2[CH:22]=[CH:21][C:20]([CH2:23][CH2:24][CH2:25][C:26]([OH:28])=[O:27])=[CH:19][CH:18]=2)=[O:15])=[N:11][N:10]=1 |f:2.3|. Reported procedure: Methyl 4-{4-[({5-[(2-fluorophenyl)amino]-1,3,4-oxadiazol-2-yl}carbonyl)amino]phenyl}butanoate (Example 483) (174 mg, 0.44 mmol) was stirred in THF: MeOH (8 mL of a 1:1 mixture) and NaOH (2.5 mL of 2M aqueous solution) was added. The mixture was stirred for 8.5 h then acidified (2M HCl), allowed to stand overnight, then concentrated in vacuo. The precipitate was filtered and washed with water and then Et2O to give the title compound (94 mg, 56%) as a solid; 1H NMR δ 1.77-1.84 (2H, m), 2.22 (2H, t...